Dataset: the Open Reaction Database (ORD), a public repository of structured organic reaction records. Task: describe an organic reaction: reactants, conditions, products, and yield The reactants are O.NN (hydrazine hydrate), CC=1SC(=C(C1CCC(C1=CC=CC=C1)=O)CCC(CC(=O)OC)(C)C)C (2,5-dimethyl-3-(3-oxo-3-phenylpropyl)-4-(4-methoxycarbonyl-3,3-dimethylbutyl)thiophene), [OH-].[K+] (potassium hydroxide). Run in C(COCCOCCO)O (triethylene glycol). Reaction conditions: temperature 210 celsius. Product: CC=1SC(=C(C1CCCC1=CC=CC=C1)CCC(CC(=O)O)(C)C)C (2,5-dimethyl-3-(3-phenylpropyl)-4-(4-carboxy-3,3-dimethylbutyl)thiophene). The yield is 75.6%. Reaction SMILES: [CH3:1][C:2]1[S:3][C:4]([CH3:27])=[C:5]([CH2:17][CH2:18][C:19]([CH3:26])([CH3:25])[CH2:20][C:21]([O:23]C)=[O:22])[C:6]=1[CH2:7][CH2:8][C:9](=O)[C:10]1[CH:15]=[CH:14][CH:13]=[CH:12][CH:11]=1.O.NN.[OH-].[K+]>C(O)COCCOCCO>[CH3:1][C:2]1[S:3][C:4]([CH3:27])=[C:5]([CH2:17][CH2:18][C:19]([CH3:25])([CH3:26])[CH2:20][C:21]([OH:23])=[O:22])[C:6]=1[CH2:7][CH2:8][CH2:9][C:10]1[CH:11]=[CH:12][CH:13]=[CH:14][CH:15]=1 |f:1.2,3.4|. Reported procedure: 6.4 g (0.0166 mol) of 2,5-dimethyl-3-(3-oxo-3-phenylpropyl)-4-(4-methoxycarbonyl-3,3-dimethylbutyl)thiophene and 100 ml of triethylene glycol are placed in a 250 ml three-necked flask fitted with a mechanical stirrer, a condenser and a thermometer. The temperature is brought to 60° C., 1.86 g (0.0580 mol) of 80% hydrazine hydrate are added to the reaction mixture and then, at 90° C., 2.84 g (0.050 mol) of potassium hydroxide are added. The reaction mixture is then brought to a vigorous reflux an... Reactants: ClCCl, O=C(OO)c1cccc(Cl)c1, OC1(c2ccncc2)CCC2(CC1)OCCO2. Yields the product [O-][n+]1ccc(C2(O)CCC3(CC2)OCCO3)cc1. As a reaction SMILES: [CH2:29]([Cl:30])[Cl:31].[OH:18][O:19][C:20]([c:21]1[cH:22][c:23]([Cl:24])[cH:25][cH:26][cH:27]1)=[O:28].[n:1]1[cH:2][cH:3][c:4]([C:7]2([OH:17])[CH2:8][CH2:9][C:10]3([O:11][CH2:12][CH2:13][O:14]3)[CH2:15][CH2:16]2)[cH:5][cH:6]1>>[n+:1]1([O-:18])[cH:2][cH:3][c:4]([C:7]2([OH:17])[CH2:8][CH2:9][C:10]3([O:11][CH2:12][CH2:13][O:14]3)[CH2:15][CH2:16]2)[cH:5][cH:6]1. Reactants: ClCCl, O=C(O)C(F)(F)F, CC(C)(C)OC(=O)N1CCN(C(=O)c2ccc(N)c(Cl)c2)CC1. The product is Nc1ccc(C(=O)N2CCNCC2)cc1Cl. As a reaction SMILES: [Cl:31][CH2:32][Cl:33].[F:24][C:25]([F:26])([F:27])[C:28]([OH:29])=[O:30].[NH2:1][c:2]1[c:3]([Cl:23])[cH:4][c:5]([C:6](=[O:7])[N:8]2[CH2:9][CH2:10][N:11]([C:14]([O:15][C:16]([CH3:17])([CH3:18])[CH3:19])=[O:20])[CH2:12][CH2:13]2)[cH:21][cH:22]1>>[NH2:1][c:2]1[c:3]([Cl:23])[cH:4][c:5]([C:6](=[O:7])[N:8]2[CH2:9][CH2:10][NH:11][CH2:12][CH2:13]2)[cH:21][cH:22]1. The reactants are ClC1=NC(=CC(=N1)Cl)C (2,4-dichloro-6-methylpyrimidine), C1(CC1)C1=NNC(=C1)N (3-cyclopropyl-1H-pyrazol-5-amine), [Na+].[I-] (NaI), CCN(C(C)C)C(C)C (DIEA). The solvent is CN(C)C=O (DMF). Run at temperature 80 celsius, time 8 hour. The product is ClC1=NC(=CC(=N1)NC1=CC(=NN1)C1CC1)C (2-chloro-N-(3-cyclopropyl-1H-pyrazol-5-yl)-6-methylpyrimidin-4-amine). Yield: 42.2%. RXN SMILES: [Cl:1][C:2]1[N:7]=[C:6](Cl)[CH:5]=[C:4]([CH3:9])[N:3]=1.[CH:10]1([C:13]2[CH:17]=[C:16]([NH2:18])[NH:15][N:14]=2)[CH2:12][CH2:11]1.[Na+].[I-].CCN(C(C)C)C(C)C>CN(C=O)C>[Cl:1][C:2]1[N:7]=[C:6]([NH:18][C:16]2[NH:15][N:14]=[C:13]([CH:10]3[CH2:12][CH2:11]3)[CH:17]=2)[CH:5]=[C:4]([CH3:9])[N:3]=1 |f:2.3|. Procedure: To the solution of 2,4-dichloro-6-methylpyrimidine (1.63 g) and 3-cyclopropyl-1H-pyrazol-5-amine (1.24 g) in DMF (20 ml) was added NaI (1.49 g) and DIEA (1.72 ml). And the mixture was stirred at 80° C. overnight. The mixture was concentrated to remove DMF. The residue was suspended into EtOAc. The insoluble material was filtered off and washed with EtOAc. The filtrate was concentrated and the residue was pufiried with silica gel column chromatography (eluent: CHCl3/MeOH=98/2˜90/10) to give 2-chl... Starting materials: BrC=1C(N(C(N(C1C)CC1=C(C=CC=C1C(F)(F)F)F)=O)C[C@@H](C1=CC=CC=C1)N)=O (5-bromo-1-[2-fluoro-6-(trifluoromethyl)benzyl]-6-methyl-3-[2(R)-amino-2-phenylethyl]-pyrimidine-2,4(1H,3H)-dione), ClC1=C(C=CC=C1)B(O)O (2-chlorophenyl boronic acid), C([O-])([O-])=O.[Na+].[Na+] (sodium carbonate). Reagents/catalysts: C=1C=CC(=CC1)[P](C=2C=CC=CC2)(C=3C=CC=CC3)[Pd]([P](C=4C=CC=CC4)(C=5C=CC=CC5)C=6C=CC=CC6)([P](C=7C=CC=CC7)(C=8C=CC=CC8)C=9C=CC=CC9)[P](C=1C=CC=CC1)(C=1C=CC=CC1)C=1C=CC=CC1 (tetrakis(triphenylphosphine)palladium). Solvent: O.O1CCOCC1 (H2O dioxane). Reaction conditions: temperature 90 celsius. The product is ClC1=C(C=CC=C1)C=1C(N(C(N(C1C)CC1=C(C=CC=C1C(F)(F)F)F)=O)C[C@@H](C1=CC=CC=C1)N)=O (5-(2-chlorophenyl)-1-[2-fluoro-6-(trifluoromethyl)benzyl]-6-methyl-3-[2(R)-amino-2-phenylethyl]-pyrimidine-2,4(1H,3H)dione). Reaction SMILES: Br[C:2]1[C:3](=[O:31])[N:4]([CH2:22][C@H:23]([NH2:30])[C:24]2[CH:29]=[CH:28][CH:27]=[CH:26][CH:25]=2)[C:5](=[O:21])[N:6]([CH2:9][C:10]2[C:15]([C:16]([F:19])([F:18])[F:17])=[CH:14][CH:13]=[CH:12][C:11]=2[F:20])[C:7]=1[CH3:8].[Cl:32][C:33]1[CH:38]=[CH:37][CH:36]=[CH:35][C:34]=1B(O)O.C(=O)([O-])[O-].[Na+].[Na+]>C1C=CC([P]([Pd]([P](C2C=CC=CC=2)(C2C=CC=CC=2)C2C=CC=CC=2)([P](C2C=CC=CC=2)(C2C=CC=CC=2)C2C=CC=CC=2)[P](C2C=CC=CC=2)(C2C=CC=CC=2)C2C=CC=CC=2)(C2C=CC=CC=2)C2C=CC=CC=2)=CC=1.O.O1CCOCC1>[Cl:32][C:33]1[CH:38]=[CH:37][CH:36]=[CH:35][C:34]=1[C:2]1[C:3](=[O:31])[N:4]([CH2:22][C@H:23]([NH2:30])[C:24]2[CH:29]=[CH:28][CH:27]=[CH:26][CH:25]=2)[C:5](=[O:21])[N:6]([CH2:9][C:10]2[C:15]([C:16]([F:19])([F:18])[F:17])=[CH:14][CH:13]=[CH:12][C:11]=2[F:20])[C:7]=1[CH3:8] |f:2.3.4,6.7,^1:51,53,72,91|. Procedure details: To compound 2a (40 mg, 0.08 mmol) in 0.25 mL/0.75 mL of H2O/dioxane in a 4 mL vial was added 2-chlorophenyl boronic acid (0.12 mmol) and sodium carbonate (51 mg, 0.48 mmol, 6 eq). Nitrogen gas was bubbled through the solution for 1 minute and tetrakis(triphenylphosphine)palladium (9.24 mg, 0.008 mmol) was added. The resulting mixture was sealed and heated at 90° C. overnight. After cooling to ambient temperature, the precipitate was removed by filtration and was purified by prep. LC-MS to give 2... Starting materials: O (Water), C([O-])([O-])=O.[K+].[K+] (Potassium carbonate), BrCCCCCCl (1-bromo-5-chloropentane), C(C1=CC=CC=C1)S (benzylmercaptan). The solvent is CN(C=O)C (dimethylformamide). Run at temperature 75 celsius, time 2 hour. Product: C(C1=CC=CC=C1)SCCCCCCl (5-benzylthiopentyl chloride). Isolated yield 54.3%. As a reaction SMILES: C(=O)([O-])[O-].[K+].[K+].Br[CH2:8][CH2:9][CH2:10][CH2:11][CH2:12][Cl:13].[CH2:14]([SH:21])[C:15]1[CH:20]=[CH:19][CH:18]=[CH:17][CH:16]=1.O>CN(C)C=O>[CH2:14]([S:21][CH2:8][CH2:9][CH2:10][CH2:11][CH2:12][Cl:13])[C:15]1[CH:20]=[CH:19][CH:18]=[CH:17][CH:16]=1 |f:0.1.2|. Reported procedure: Potassium carbonate (5 g) and 1-bromo-5-chloropentane (4.9 g) were added to a solution of benzylmercaptan (3 g) in dimethylformamide (40 ml), and the mixture was stirred at 70-80° C. for 2 hr. Water was added to the reaction mixture and the mixture was extracted with ethyl acetate. The organic layer was washed with brine, dried and the solvent was evaporated under reduced pressure to give 3 g of 5-benzylthiopentyl chloride.